Dataset: the Open Reaction Database (ORD), a public repository of structured organic reaction records. Task: describe an organic reaction: reactants, conditions, products, and yield The reactants are CC(C)(C)O, C[N+]1([O-])CCOCC1, C=CC(NC(=O)OC(C)(C)C)C(F)c1ccccc1, [Na+], [Na+], O, O=S([O-])[O-]. Yields the product CC(C)(C)OC(=O)NC(C(O)CO)C(F)c1ccccc1. As a reaction SMILES: [CH3:20][C:21]([CH3:22])([CH3:23])[OH:24].[CH3:25][N+:26]1([O-:27])[CH2:28][CH2:29][O:30][CH2:31][CH2:32]1.[F:1][CH:2]([CH:3]([CH:4]=[CH2:5])[NH:6][C:7]([O:8][C:9]([CH3:10])([CH3:11])[CH3:12])=[O:13])[c:14]1[cH:15][cH:16][cH:17][cH:18][cH:19]1.[Na+:37].[Na+:38].[OH2:39].[S:33]([O-:34])([O-:35])=[O:36]>>[F:1][CH:2]([CH:3]([CH:4]([CH2:5][OH:39])[OH:24])[NH:6][C:7]([O:8][C:9]([CH3:10])([CH3:11])[CH3:12])=[O:13])[c:14]1[cH:15][cH:16][cH:17][cH:18][cH:19]1. Reactants: II, C1(=CC=CC=C1)CCCC(=O)[O-].[Na+] (sodium 4-phenylbutyrate), COC(=O)C1=CC=C(O)C=C1 (methylparaben), C(CC)OC(=O)C1=CC=C(O)C=C1 (propylparaben), C(C(C)O)O (1,2-propandiol), [OH-].[Na+] (NaOH). Reaction conditions: temperature 70 celsius. The product is C1(=CC=CC=C1)OC(CCC)=O (Phenylbutyrate). Reaction SMILES: [C:1]1(CCCC([O-])=O)[CH:6]=[CH:5][CH:4]=[CH:3][CH:2]=1.[Na+].C[O:15][C:16]([C:18]1C=CC(O)=[CH:20][CH:19]=1)=[O:17].C(OC(C1C=CC(O)=CC=1)=O)CC.C(O)C(O)C.[OH-].[Na+]>>[C:1]1([O:17][C:16](=[O:15])[CH2:18][CH2:19][CH3:20])[CH:2]=[CH:3][CH:4]=[CH:5][CH:6]=1 |f:0.1,5.6|. Procedure: Part II: 5.739 g of sodium 4-phenylbutyrate (Triple Crown America, Inc.), 0.125 g of methylparaben (Merck), 0.075 g of propylparaben (Merck), 83.5 g of 1,2-propandiol, and 20 g of 10% NaOH were mixed in a beaker and heated at 70° C. Yield: 87.7%. Reaction conditions: time 1.5 hour. Procedure: A solution of methyl 6,7-dimethoxy-4-(3,4-dimethoxyphenyl)-2-methylquinoline-3-carboxylate (0.4 g) in tetrahydrofuran (10 ml) was added dropwise to a suspension of lithium aluminium hydride (LiAlH4)(0.114 g) in tetrahydrofuran (10 ml) at room temperature. The mixture was stirred at room temperature for 1.5 hours, and water was added. The resulting mixture was extracted with ethyl acetate. The ethyl acetate layer was washed with water and dried over magnesium sulfate, the solvent was evaporated, ... The reactants are O (water), COC=1C=C2C(=C(C(=NC2=CC1OC)C)C(=O)OC)C1=CC(=C(C=C1)OC)OC (methyl 6,7-dimethoxy-4-(3,4-dimethoxyphenyl)-2-methylquinoline-3-carboxylate), [H-].[Al+3].[Li+].[H-].[H-].[H-] (lithium aluminium hydride). Solvent: O1CCCC1 (tetrahydrofuran), O1CCCC1 (tetrahydrofuran). Yields the product OCC=1C(=NC2=CC(=C(C=C2C1C1=CC(=C(C=C1)OC)OC)OC)OC)C (3-hydroxymethyl-6,7-dimethoxy-4-(3,4-dimethoxyphenyl)-2-methylquinoline). RXN SMILES: [CH3:1][O:2][C:3]1[CH:4]=[C:5]2[C:10](=[CH:11][C:12]=1[O:13][CH3:14])[N:9]=[C:8]([CH3:15])[C:7]([C:16](OC)=[O:17])=[C:6]2[C:20]1[CH:25]=[CH:24][C:23]([O:26][CH3:27])=[C:22]([O:28][CH3:29])[CH:21]=1.[H-].[Al+3].[Li+].[H-].[H-].[H-].O>O1CCCC1>[OH:17][CH2:16][C:7]1[C:8]([CH3:15])=[N:9][C:10]2[C:5]([C:6]=1[C:20]1[CH:25]=[CH:24][C:23]([O:26][CH3:27])=[C:22]([O:28][CH3:29])[CH:21]=1)=[CH:4][C:3]([O:2][CH3:1])=[C:12]([O:13][CH3:14])[CH:11]=2 |f:1.2.3.4.5.6|. Starting materials: CC([C@@H](C(=O)N1[C@@H](CCC1)C=1NC(=CN1)C1=CC=C(C=C1)B1OC(C(O1)(C)C)(C)C)NC=1SC=CN1)C ((S)-3-methyl-1-((S)-2-(5-(4-(4,4,5,5-tetramethyl-1,3,2-dioxaborolan-2-yl)phenyl)-1H-imidazol-2-yl)pyrrolidin-1-yl)-2-(thiazol-2-ylamino)butan-1-one), BrC1=CC=C(C=C1)C1=CN=C(N1)[C@H]1N(CCC1)C([C@H](C(C)C)NC=1SC=CN1)=O ((S)-1-((S)-2-(5-(4-bromophenyl)-1H-imidazol-2-yl)pyrrolidin-1-yl)-3-methyl-2-(thiazol-2-ylamino)butan-1-one), C(=O)(O)[O-].[Na+] (NaHCO3). Reagents/catalysts: C=1C=CC(=CC1)[P](C=2C=CC=CC2)(C=3C=CC=CC3)[Pd]([P](C=4C=CC=CC4)(C=5C=CC=CC5)C=6C=CC=CC6)([P](C=7C=CC=CC7)(C=8C=CC=CC8)C=9C=CC=CC9)[P](C=1C=CC=CC1)(C=1C=CC=CC1)C=1C=CC=CC1 (Pd(Ph3P)4). Run in COCCOC (DME), O (Water). Reaction conditions: temperature 80 celsius. Yields the product C1(=CC=C(C=C1)C=1N=C(NC1)[C@H]1N(CCC1)C([C@H](C(C)C)NC=1SC=CN1)=O)C1=CC=C(C=C1)C=1N=C(NC1)[C@H]1N(CCC1)C([C@H](C(C)C)NC=1SC=CN1)=O (N,N′-(4,4′-biphenyldiylbis(1H-imidazole-4,2-diyl(2S)-2,1-pyrrolidinediyl((2S)-3-methyl-1-oxo-1,2-butanediyl)))bis(1,3-thiazol-2-amine)). The yield is 1.7%. Reaction SMILES: [CH3:1][CH:2]([CH3:37])[C@H:3]([NH:31][C:32]1[S:33][CH:34]=[CH:35][N:36]=1)[C:4]([N:6]1[CH2:10][CH2:9][CH2:8][C@H:7]1[C:11]1[NH:12][C:13]([C:16]2[CH:21]=[CH:20][C:19](B3OC(C)(C)C(C)(C)O3)=[CH:18][CH:17]=2)=[CH:14][N:15]=1)=[O:5].Br[C:39]1[CH:44]=[CH:43][C:42]([C:45]2[NH:49][C:48]([C@@H:50]3[CH2:54][CH2:53][CH2:52][N:51]3[C:55](=[O:66])[C@@H:56]([NH:60][C:61]3[S:62][CH:63]=[CH:64][N:65]=3)[CH:57]([CH3:59])[CH3:58])=[N:47][CH:46]=2)=[CH:41][CH:40]=1.C([O-])(O)=O.[Na+]>COCCOC.O.C1C=CC([P]([Pd]([P](C2C=CC=CC=2)(C2C=CC=CC=2)C2C=CC=CC=2)([P](C2C=CC=CC=2)(C2C=CC=CC=2)C2C=CC=CC=2)[P](C2C=CC=CC=2)(C2C=CC=CC=2)C2C=CC=CC=2)(C2C=CC=CC=2)C2C=CC=CC=2)=CC=1>[C:19]1([C:39]2[CH:44]=[CH:43][C:42]([C:45]3[N:49]=[C:48]([C@@H:50]4[CH2:54][CH2:53][CH2:52][N:51]4[C:55](=[O:66])[C@@H:56]([NH:60][C:61]4[S:62][CH:63]=[CH:64][N:65]=4)[CH:57]([CH3:59])[CH3:58])[NH:47][CH:46]=3)=[CH:41][CH:40]=2)[CH:20]=[CH:21][C:16]([C:13]2[N:12]=[C:11]([C@@H:7]3[CH2:8][CH2:9][CH2:10][N:6]3[C:4](=[O:5])[C@@H:3]([NH:31][C:32]3[S:33][CH:34]=[CH:35][N:36]=3)[CH:2]([CH3:37])[CH3:1])[NH:15][CH:14]=2)=[CH:17][CH:18]=1 |f:2.3,^1:82,84,103,122|. Procedure details: A mixture of (S)-3-methyl-1-((S)-2-(5-(4-(4,4,5,5-tetramethyl-1,3,2-dioxaborolan-2-yl)phenyl)-1H-imidazol-2-yl)pyrrolidin-1-yl)-2-(thiazol-2-ylamino)butan-1-one (275 mg, 0.527 mmol), (S)-1-((S)-2-(5-(4-bromophenyl)-1H-imidazol-2-yl)pyrrolidin-1-yl)-3-methyl-2-(thiazol-2-ylamino)butan-1-one (250 mg, 0.527 mmol), NaHCO3 (133 mg, 1.582 mmol) and Pd(Ph3P)4 (60.9 mg, 0.053 mmol) in DME (3 mL) and Water (1 mL) was degassed by passing a stream of N2 through the mixture. The vessel was sealed and the re... Reactants: CCC([BH-](C(CC)C)C(CC)C)C.[K+] (K-Selectride), C(#N)[C@H]1[C@@H]2C=CC([C@](C1)(N2CC=C)C2=CC=CC=C2)=O ((1R*,5S*,6R*)-6-cyano-1-phenyl-8-(prop-2-enyl)-8-azabicyclo[3.2.1]oct-3-en-2-one). The solvent is C1CCOC1 (THF), C1CCOC1 (THF). Run at temperature 0 celsius, time 15 minute. The product is C(#N)[C@H]1[C@@H]2CC[C@H]([C@](C1)(N2CC=C)C2=CC=CC=C2)O ((1R*,2R*,5S*,6R*)-6-Cyano-1-phenyl-8-(prop-2-enyl)-8-azabicyclo[3.2.1]octan-2-ol). Yield: 68.3%. Reaction SMILES: CCC(C)[BH-](C(C)CC)C(C)CC.[K+].[C:15]([C@@H:17]1[CH2:23][C@:22]2([C:28]3[CH:33]=[CH:32][CH:31]=[CH:30][CH:29]=3)[N:24]([CH2:25][CH:26]=[CH2:27])[C@H:18]1[CH:19]=[CH:20][C:21]2=[O:34])#[N:16]>C1COCC1>[C:15]([C@@H:17]1[CH2:23][C@:22]2([C:28]3[CH:33]=[CH:32][CH:31]=[CH:30][CH:29]=3)[N:24]([CH2:25][CH:26]=[CH2:27])[C@H:18]1[CH2:19][CH2:20][C@H:21]2[OH:34])#[N:16] |f:0.1|. Procedure: A solution of K-Selectride® in THF (1M, 20 ml, 20 mmol) was added dropwise to a stirred solution of (1R*,5S*,6R*)-6-cyano-1-phenyl-8-(prop-2-enyl)-8-azabicyclo[3.2.1]oct-3-en-2-one (Description 23a; 1.6 g, 6 mmol) in THF (20 ml) at −70° C. The reaction mixture was slowly warm up to 0° C. over 90 minutes and carefully quenched with a mixture of 2M NaOH (40 ml) and H2O2 (35%, 10 ml). The mixture was stirred for 15 minutes and extracted into dichloromethane (3×100 ml). The combined organic extracts... Starting materials: C1(=CC=CC=C1)P(C1=CC=CC=C1)C1=CC=CC=C1 (triphenylphosphine), [CH2-]C(=O)C.C(C)C(CO)(CCC=C)O (2-Ethyl-2-hydroxyhex-5-enol Acetonide), O=[O+][O-] (ozone), [CH2-]C(=O)C.C(C)C(CO)(CCC=C)O (2-ethyl-2-hydroxyhex-5-enol acetonide), C(=O)=O (dry ice). Solvent: CC(=O)C (acetone), ClCCl (dichloromethane). The product is [CH2-]C(=O)C.C(C)C(CCC=O)(CO)O (4-Ethyl-4,5-dihydroxypentanal Acetonide). The yield is 76.0%. RXN SMILES: [CH2-:1][C:2]([CH3:4])=[O:3].[CH2:5]([C:7]([OH:14])([CH2:10][CH2:11][CH:12]=C)[CH2:8][OH:9])[CH3:6].C(=O)=[O:16].O=[O+][O-].C1(P(C2C=CC=CC=2)C2C=CC=CC=2)C=CC=CC=1>ClCCl.CC(C)=O>[CH2-:1][C:2]([CH3:4])=[O:3].[CH2:5]([C:7]([OH:14])([CH2:8][OH:9])[CH2:10][CH2:11][CH:12]=[O:16])[CH3:6] |f:0.1,7.8|. Procedure: A solution of 2S 2-ethyl-2-hydroxyhex-5-enol acetonide (1.2 g, 6.52 mmol) in dichloromethane (25 mL) was brought to -78° C. (dry ice, acetone) and ozone was bubbled through until the reaction mixture turned a pale blue (approx. 15 min.). The reaction mixture was then flushed with nitrogen for 1 h, triphenylphosphine (850 mg, 3.26 mmole) was added and the mixture was allowed to slowly warm to room temperature. The solvent was removed under reduced pressure and the residue was taken up in hexane, ... The reactants are CC(C)(C)OC(=O)NCC1CCc2cc(Oc3ccc(C(N)=O)cn3)ccc21, ClCCl, O=C(O)C(F)(F)F. Yields the product NCC1CCc2cc(Oc3ccc(C(N)=O)cn3)ccc21. As a reaction SMILES: [C:8]([O:9][C:10](=[O:11])[NH:14][CH2:15][CH:16]1[CH2:17][CH2:18][c:19]2[cH:20][c:21]([O:25][c:26]3[n:27][cH:28][c:29]([C:32]([NH2:33])=[O:34])[cH:30][cH:31]3)[cH:22][cH:23][c:24]21)([CH3:12])([CH3:13])[CH3:35].[Cl:36][CH2:37][Cl:38].[F:1][C:2]([F:3])([F:4])[C:5]([OH:6])=[O:7]>>[NH2:14][CH2:15][CH:16]1[CH2:17][CH2:18][c:19]2[cH:20][c:21]([O:25][c:26]3[n:27][cH:28][c:29]([C:32]([NH2:33])=[O:34])[cH:30][cH:31]3)[cH:22][cH:23][c:24]21. Starting materials: [OH-].[Na+] (sodium hydroxide), NCCCCCC(=O)O (6-Aminocaproic acid), [OH-].[Na+] (sodium hydroxide), C(C=C)(=O)Cl (acryloyl chloride), Cl (hydrochloric acid). Solvent: O1CCCC1 (tetrahydrofuran), ice water. Reaction conditions: time 2 hour. Product: C(C=C)(=O)NCCCCCC(=O)O (6-acryloylaminocaproic acid). RXN SMILES: [NH2:1][CH2:2][CH2:3][CH2:4][CH2:5][CH2:6][C:7]([OH:9])=[O:8].[OH-].[Na+].[C:12](Cl)(=[O:15])[CH:13]=[CH2:14].Cl>O1CCCC1>[C:12]([NH:1][CH2:2][CH2:3][CH2:4][CH2:5][CH2:6][C:7]([OH:9])=[O:8])(=[O:15])[CH:13]=[CH2:14] |f:1.2|. Procedure: To a solution of 6-Aminocaproic acid (10.0 g) in a 1.27 M aqueous sodium hydroxide solution (60 ml) was added a solution of acryloyl chloride (7.8 ml) in tetrahydrofuran (20 ml) dropwisely while chilling in ice water. During the addition, the reaction mixture was adjusted to be pH 8 to 9 by addition of 4 N aqueous sodium hydroxide solution. After the addition, the resulting mixture was stirred for 2 hours while being gradually cooled to room temperature. Subsequently, the reaction mixture was ad... Starting materials: C1(=CC=CC=C1)COC[C@@H]1[C@@H](OCC2=CC=CC=C2)[C@H](OCC2=CC=CC=C2)[C@H](O1)[C@H](OCC1=CC=CC=C1)COCC1=CC=CC=C1 (2,5-anhydro-1,3,4,6,7-pentakis-O-(phenylmethyl)-D-glycero-D-manno-heptitol), B(F)(F)F.CCOCC (borontrifluoride etherate). The solvent is C(C)(=O)OC(C)=O (acetic anhydride). The product is C1(=CC=CC=C1)CO[C@@H]1[C@@H](CO)O[C@@H]([C@H]1OCC1=CC=CC=C1)[C@H](OCC1=CC=CC=C1)CO (2,5-anhydro-3,4,6-tris-O-(phenylmethyl)D-glycero-D-manno-heptitol), 1,7-diacetate. RXN SMILES: C1(C[O:8][CH2:9][C@H:10]2[O:30][C@H:29]([C@@H:31]([CH2:40][O:41]CC3C=CC=CC=3)[O:32][CH2:33][C:34]3[CH:39]=[CH:38][CH:37]=[CH:36][CH:35]=3)[C@@H:20]([O:21][CH2:22][C:23]3[CH:28]=[CH:27][CH:26]=[CH:25][CH:24]=3)[C@@H:11]2[O:12][CH2:13][C:14]2[CH:19]=[CH:18][CH:17]=[CH:16][CH:15]=2)C=CC=CC=1.B(F)(F)F.CCOCC>C(OC(=O)C)(=O)C>[C:14]1([CH2:13][O:12][C@H:11]2[C@H:20]([O:21][CH2:22][C:23]3[CH:24]=[CH:25][CH:26]=[CH:27][CH:28]=3)[C@@H:29]([C@@H:31]([CH2:40][OH:41])[O:32][CH2:33][C:34]3[CH:39]=[CH:38][CH:37]=[CH:36][CH:35]=3)[O:30][C@@H:10]2[CH2:9][OH:8])[CH:19]=[CH:18][CH:17]=[CH:16][CH:15]=1 |f:1.2|. Reported procedure: In accordance with Flowchart D, 2,5-anhydro-D-mannose 26 is treated with acetyl chloride in methanol at reflux, then neutralized with lead carbonate, giving 2,5-anhydro-D-mannose, dimethyl acetal 27. which is treated with sodium hydride and benzyl bromide in dimethylformamide, giving 2,5-anhydro-3,4,6-tris-O-(phenylmethyl)-D-mannose, dimethyl acetal 28. Compound 28 is then treated with tetrafluoroboric acid in acetonitrile, giving 2,5-anhydro-3,4,6-tris-O-(phenylmethyl)-D-mannose 29 which is the...